This data is from the Open Reaction Database (ORD), a public repository of structured organic reaction records. The task is: describe an organic reaction: reactants, conditions, products, and yield The reactants are C(C(=O)Cl)(=O)Cl (Oxalyl chloride), COC1=C(C=CC2=CC=CC=C12)C(=O)O (1-methoxy-2-naphthoic acid). Solvent: C(Cl)Cl (methylene chloride). Run at time 3 hour. Yields the product COC1=C(C=CC2=CC=CC=C12)C(=O)Cl (1-methoxy-2-naphthoyl chloride). As a reaction SMILES: [C:1](Cl)(=O)[C:2]([Cl:4])=[O:3].[CH3:7][O:8][C:9]1[C:18]2[C:13](=[CH:14][CH:15]=[CH:16][CH:17]=2)[CH:12]=[CH:11]C=1C(O)=O>C(Cl)Cl>[CH3:7][O:8][C:9]1[C:18]2[C:13](=[CH:14][CH:15]=[CH:16][CH:17]=2)[CH:12]=[CH:11][C:1]=1[C:2]([Cl:4])=[O:3]. Procedure: Oxalyl chloride (118 μL, 1.35 mmol) was added dropwise to a partial solution of 1-methoxy-2-naphthoic acid (3-A) (210 mg, 1.04 mmol) in methylene chloride (2.0 mL). The mixture bubbled for several min and then cleared. After stirring for 3 h at room temperature, the mixture was evaporated in vacuo to give 1-methoxy-2-naphthoyl chloride (3-B). Methylene chloride (5.0 mL) was added followed by methylamine hydrochloride (330 mg, 5.05 mmol) and N,N-diisopropylethylamine (441 μL, 2.53 mmol) and the r... The reactants are N1=C(C=CC2=CC=CC=C12)C(=O)O (quinolinecarboxylic acid), C(=O)(N1C=NC=C1)N1C=NC=C1 (1,1′-carbonyldiimidazole), benzyl ester. The solvent is CCOC(=O)C (EtOAc). The product is [N-]1C=NC=C1 (imidazolide), C(C1=CC=CC=C1)O (benzyl alcohol). As a reaction SMILES: N1[C:10]2[C:5](=[CH:6][CH:7]=[CH:8][CH:9]=2)[CH:4]=CC=1C(O)=O.C(N1C=CN=C1)([N:16]1[CH:20]=[CH:19][N:18]=[CH:17]1)=[O:15]>CCOC(C)=O>[N-:16]1[CH:20]=[CH:19][N:18]=[CH:17]1.[CH2:4]([OH:15])[C:5]1[CH:10]=[CH:9][CH:8]=[CH:7][CH:6]=1. Procedure: The carboxylic acid functionality in the quinolinecarboxylic acid (A) is protected using standard carboxylic acid protection procedures well known in the art, e.g., by formation of the corresponding ester, to give compound (B). For example, the benzyl ester (R21 is benzyl in (B)) may be prepared by treating a solution of compound (A) in EtOAc at room temperature with 1,1′-carbonyldiimidazole to produce the activated, imidazolide derivative of (A, then adding benzyl alcohol to the reaction mixtur... Starting materials: ClC=1C=C(OC2CN(C2)C(=O)Cl)C=CC1Cl (3-(3,4-dichlorophenoxy)-1-azetidinecarbonyl chloride), C(C1=CC=CC=C1)N1CCNCC1 (1-benzylpiperazine), O1CCCC1 (tetrahydrofuran), ice, C([O-])([O-])=O.[K+].[K+] (potassium carbonate). The solvent is O (water). Conditions: time 30 minute. Yields the product C(\C=C\C(=O)O)(=O)O.ClC=1C=C(OC2CN(C2)C(=O)N2CCN(CC2)CC2=CC=CC=C2)C=CC1Cl (1-[3-(3,4-Dichlorophenoxy)-1-azetidinylcarbonyl]-4-(phenylmethyl)piperazine fumarate). The yield is 55.0%. RXN SMILES: [Cl:1][C:2]1[CH:3]=[C:4]([CH:13]=[CH:14][C:15]=1[Cl:16])[O:5][CH:6]1[CH2:9][N:8]([C:10](Cl)=[O:11])[CH2:7]1.[CH2:17]([N:24]1[CH2:29][CH2:28][NH:27][CH2:26][CH2:25]1)[C:18]1[CH:23]=[CH:22][CH:21]=[CH:20][CH:19]=1.[C:30](=[O:33])([O-:32])[O-].[K+].[K+].[O:36]1CCCC1>O>[C:4]([OH:36])(=[O:5])/[CH:13]=[CH:14]/[C:30]([OH:32])=[O:33].[Cl:1][C:2]1[CH:3]=[C:4]([CH:13]=[CH:14][C:15]=1[Cl:16])[O:5][CH:6]1[CH2:9][N:8]([C:10]([N:27]2[CH2:28][CH2:29][N:24]([CH2:17][C:18]3[CH:19]=[CH:20][CH:21]=[CH:22][CH:23]=3)[CH2:25][CH2:26]2)=[O:11])[CH2:7]1 |f:2.3.4,7.8|. Procedure details: A stirred solution of 2.8 g (0.01 mole) of crude 3-(3,4-dichlorophenoxy)-1-azetidinecarbonyl chloride in 25 ml of tetrahydrofuran was treated with 1.8 g (0.01 mole) of 1-benzylpiperazine then with 1.4 g (0.01 mole) of potassium carbonate. After stirring for 30 min, approximately 2 g of ice was added and stirring continued for 18 hr. The reaction mixture was diluted with 200 ml of water. After stirring for 24 hr, the oil which separated had solidified and was collected by filtration (4.8 g). The ... Reactants: castor oil, C(CCCCCCC\C=C/CCCCCCCC)(=O)O (Oleic acid), C(CCCCCCCCCCCCCCCCC)NCCCCCCCCCCCCCCCCCC (Distearylamine), C(CCCCCCCCCCCCCCCCC)O (Stearyl alcohol), C(CCCCCCCCCCCCCCCCCCCCC)(=O)OCCO (Ethylene glycol monobehenate), C(CCCCCCC\C=C/CCCCCCCC)(=O)OCC(CO)(CO)CO (Pentaerythritol monooleate). The reagents and catalysts are amine. The product is C(CCCCCCCCCCC)O (Lauryl alcohol), C(CCCCCCCCCCCCCCCCC)O (Stearyl alcohol), C1=CC=C(C=C1)/C=C/CO[C@H]2[C@@H]([C@H]([C@@H]([C@H](O2)CO)O)O)O (Rosin), fatty acid chloride. RXN SMILES: C(NCCCCCCCCCCCCCCCCCC)CCCCCCCCCCCCCCCCC.[C:38]([O:61][CH2:62][CH2:63][OH:64])(=[O:60])[CH2:39][CH2:40][CH2:41][CH2:42][CH2:43][CH2:44][CH2:45][CH2:46][CH2:47][CH2:48][CH2:49]CCCCCCCCCC.[C:65](OC[C:86]([CH2:91][OH:92])([CH2:89][OH:90])CO)(=[O:83])[CH2:66][CH2:67][CH2:68][CH2:69][CH2:70][CH2:71][CH2:72]/[CH:73]=[CH:74]\[CH2:75][CH2:76][CH2:77][CH2:78][CH2:79][CH2:80][CH2:81][CH3:82].[CH2:93]([OH:111])CCCCCCCCCCCCCCCCC.C(O)(=[O:130])CCCCCCC/C=C\CCCCCCCC>>[CH2:38]([OH:60])[CH2:39][CH2:40][CH2:41][CH2:42][CH2:43][CH2:44][CH2:45][CH2:46][CH2:47][CH2:48][CH3:49].[CH2:65]([OH:83])[CH2:66][CH2:67][CH2:68][CH2:69][CH2:70][CH2:71][CH2:72][CH2:73][CH2:74][CH2:75][CH2:76][CH2:77][CH2:78][CH2:79][CH2:80][CH2:81][CH3:82].[CH:44]1[CH:43]=[CH:42][C:41](/[CH:40]=[CH:39]/[CH2:38][O:61][C@@H:62]2[O:130][C@H:86]([CH2:89][OH:90])[C@@H:91]([OH:92])[C@H:93]([OH:111])[C@H:63]2[OH:64])=[CH:46][CH:45]=1. Procedure: Details of the (A), (B) and (C) components in Table 1, Table 1-2, Table 2, and Table-3 are as follows: (A) Component A-1: Pentaerythritol stearate (average ester replacement degree 45% by equivalent), A-2: Long chain fatty acid polyamide polyamine (MW=3,000 to 4,000); obtained by dropwise adding epichlorohydrin (1/3 mole ratio) to a compound obtained by reaction of polyethylene imine (MW=1,000) and Lunac S-40 (1/7 mole ratio) manufactured by Kao Corporation, A-3: Distearylamine, A-4: Ethylene gl... The reactants are CC1(C=2C=CC(=CC2C(CC1)(C)C)C=1N=C(SC1)N1C[C@H](CC1)N)C ((S)-1-[4-(5,5,8,8-tetramethyl-5,6,7,8-tetrahydronaphthalen-2-yl)thiazol-2-yl]pyrrolidin-3-ylamine), C(C)(C)(C)[Si](OCCC=O)(C)C (3-(tertbutyldimethylsilanyloxy)propionaldehyde), CCCC[N+](CCCC)(CCCC)CCCC.[F-].C1CCOC1 (TBAF THF). The product is CC1(C=2C=CC(=CC2C(CC1)(C)C)C=1N=C(SC1)N1C[C@H](CC1)NCCCO)C (3-{(S)-1-[4-(5,5,8,8-Tetramethyl-5,6,7,8-tetrahydronaphthalen-2-yl)thiazol-2-yl]pyrrolidin-3-ylamino}propan-1-ol). As a reaction SMILES: [CH3:1][C:2]1([CH3:25])[CH2:11][CH2:10][C:9]([CH3:13])([CH3:12])[C:8]2[CH:7]=[C:6]([C:14]3[N:15]=[C:16]([N:19]4[CH2:23][CH2:22][C@H:21]([NH2:24])[CH2:20]4)[S:17][CH:18]=3)[CH:5]=[CH:4][C:3]1=2.C([Si](C)(C)[O:31][CH2:32][CH2:33][CH:34]=O)(C)(C)C.CCCC[N+](CCCC)(CCCC)CCCC.[F-].C1COCC1>>[CH3:1][C:2]1([CH3:25])[CH2:11][CH2:10][C:9]([CH3:12])([CH3:13])[C:8]2[CH:7]=[C:6]([C:14]3[N:15]=[C:16]([N:19]4[CH2:23][CH2:22][C@H:21]([NH:24][CH2:34][CH2:33][CH2:32][OH:31])[CH2:20]4)[S:17][CH:18]=3)[CH:5]=[CH:4][C:3]1=2 |f:2.3.4|. Reported procedure: The preparation is carried out starting from (S)-1-[4-(5,5,8,8-tetramethyl-5,6,7,8-tetrahydronaphthalen-2-yl)thiazol-2-yl]pyrrolidin-3-ylamine and 3-(tertbutyldimethylsilanyloxy)propionaldehyde. The protecting group is cleaved off as already described by means of a 1M TBAF/THF solution. The product was purified by means of preparative HPLC and converted into the hydrochloride by treatment with methanolic HCl. Procedure details: To a solution of 200 mg of 8-(cyclohexylmethoxy)-2-methyl-N-[(1R)-2-{methyl[(2-nitrophenyl)sulfonyl]amino}-1-phenylethyl]imidazo[1,2-a]pyridine-3-carboxamide in 3 ml of DMF were added 140 mg of potassium carbonate and 50 mg of 4-methylbenzenethiol, followed by stirring for 3 hours. To the reaction mixture were added water and chloroform/methanol (9/1) to carry out a layer separation operation. The organic layer was washed with saturated brine and dried over anhydrous magnesium sulfate, and the s... Reactants: O (water), C1(CCCCC1)COC=1C=2N(C=CC1)C(=C(N2)C)C(=O)N[C@@H](CN(S(=O)(=O)C2=C(C=CC=C2)[N+](=O)[O-])C)C2=CC=CC=C2 (8-(cyclohexylmethoxy)-2-methyl-N-[(1R)-2-{methyl[(2-nitrophenyl)sulfonyl]amino}-1-phenylethyl]imidazo[1,2-a]pyridine-3-carboxamide), C([O-])([O-])=O.[K+].[K+] (potassium carbonate), CC1=CC=C(C=C1)S (4-methylbenzenethiol). The yield is 57.6%. Reaction SMILES: [CH:1]1([CH2:7][O:8][C:9]2[C:10]3[N:11]([C:15]([C:19]([NH:21][C@H:22]([C:38]4[CH:43]=[CH:42][CH:41]=[CH:40][CH:39]=4)[CH2:23][N:24]([CH3:37])S(C4C=CC=CC=4[N+]([O-])=O)(=O)=O)=[O:20])=[C:16]([CH3:18])[N:17]=3)[CH:12]=[CH:13][CH:14]=2)[CH2:6][CH2:5][CH2:4][CH2:3][CH2:2]1.C(=O)([O-])[O-].[K+].[K+].CC1C=CC(S)=CC=1.O>CN(C=O)C.C(Cl)(Cl)Cl.CO>[CH:1]1([CH2:7][O:8][C:9]2[C:10]3[N:11]([C:15]([C:19]([NH:21][C@H:22]([C:38]4[CH:39]=[CH:40][CH:41]=[CH:42][CH:43]=4)[CH2:23][NH:24][CH3:37])=[O:20])=[C:16]([CH3:18])[N:17]=3)[CH:12]=[CH:13][CH:14]=2)[CH2:6][CH2:5][CH2:4][CH2:3][CH2:2]1 |f:1.2.3,7.8|. The solvent is C(Cl)(Cl)Cl.CO (chloroform methanol), CN(C)C=O (DMF). Reaction conditions: time 3 hour. Yields the product C1(CCCCC1)COC=1C=2N(C=CC1)C(=C(N2)C)C(=O)N[C@@H](CNC)C2=CC=CC=C2 (8-(cyclohexylmethoxy)-2-methyl-N-[(1R)-2-(methylamino)-1-phenylethyl]imidazo[1,2-a]pyridine-3-carboxamide).